Dataset: the Open Reaction Database (ORD), a public repository of structured organic reaction records. Task: describe an organic reaction: reactants, conditions, products, and yield Starting materials: intermediate 27, C(C1=CC=CC=C1)OC1=C(N=C2C(OCCN2C1=O)(C)C)C(=O)O (3-(benzyloxy)-9,9-dimethyl-4-oxo-4,6,7,9-tetrahydropyrimido-[2,1-c][1,4]oxazine-2-carboxylic acid), NCC1=C(C=C(C=C1)F)N1C(CCCCC1)=O (1-(2-(aminomethyl)-5-fluorophenyl)azepan-2-one). Yields the product FC1=CC(=C(CNC(=O)C=2N=C3C(OCCN3C(C2OCC2=CC=CC=C2)=O)(C)C)C=C1)N1C(CCCCC1)=O (N-(4-Fluoro-2-(2-oxoazepan-1-yl)benzyl)-3-(benzyloxy)-9,9-dimethyl-4-oxo-4,6,7,9-tetrahydropyrimido[2,1-c][1,4]oxazine-2 carboxamide). As a reaction SMILES: [CH2:1]([O:8][C:9]1[C:18](=[O:19])[N:17]2[C:12]([C:13]([CH3:21])([CH3:20])[O:14][CH2:15][CH2:16]2)=[N:11][C:10]=1[C:22]([OH:24])=O)[C:2]1[CH:7]=[CH:6][CH:5]=[CH:4][CH:3]=1.[NH2:25][CH2:26][C:27]1[CH:32]=[CH:31][C:30]([F:33])=[CH:29][C:28]=1[N:34]1[CH2:40][CH2:39][CH2:38][CH2:37][CH2:36][C:35]1=[O:41]>>[F:33][C:30]1[CH:31]=[CH:32][C:27]([CH2:26][NH:25][C:22]([C:10]2[N:11]=[C:12]3[N:17]([C:18](=[O:19])[C:9]=2[O:8][CH2:1][C:2]2[CH:3]=[CH:4][CH:5]=[CH:6][CH:7]=2)[CH2:16][CH2:15][O:14][C:13]3([CH3:20])[CH3:21])=[O:24])=[C:28]([N:34]2[CH2:40][CH2:39][CH2:38][CH2:37][CH2:36][C:35]2=[O:41])[CH:29]=1. Procedure details: The title compound can be prepared from intermediate 27, 3-(benzyloxy)-9,9-dimethyl-4-oxo-4,6,7,9-tetrahydropyrimido-[2,1-c][1,4]oxazine-2-carboxylic acid and 1-(2-(aminomethyl)-5-fluorophenyl)azepan-2-one, derived from reduction of intermediate 113, 4-fluoro-2-(2-oxoazepan-1-yl)benzonitrile. 1HNMR 400 MHz (DMSO) δ ppm: 8.80 (1H, dd, (t), J=6.0 Hz), 7.46 (2H, m), 7.36 (4H, m), 7.08 (1H, dd, J=9.8, 2.8 Hz), 7.0 (1H, m), 5.09 (2H, s), 4.43 (1H, dd, J=15.2, 7.1 Hz), 4.06 (1H, dd, J=15.2, 5.0 Hz), 4... The reactants are O=C([O-])O, CC(C)(O)CN1CCC(COc2ccc(C3=CCN(S(C)(=O)=O)CC3)nc2)CC1, COCCN(CCOC)S(F)(F)F, ClCCl, [Na+]. Product: CC(C)(F)CN1CCC(COc2ccc(C3=CCN(S(C)(=O)=O)CC3)nc2)CC1. Reaction SMILES: [C:43](=[O:44])([OH:45])[O-:46].[CH3:1][C:2]([CH2:3][N:4]1[CH2:5][CH2:6][CH:7]([CH2:10][O:11][c:12]2[cH:13][n:14][c:15]([C:18]3=[CH:23][CH2:22][N:21]([S:24](=[O:25])(=[O:26])[CH3:27])[CH2:20][CH2:19]3)[cH:16][cH:17]2)[CH2:8][CH2:9]1)([CH3:28])[OH:29].[CH3:30][O:31][CH2:32][CH2:33][N:34]([S:35]([F:36])([F:37])[F:40])[CH2:38][CH2:39][O:41][CH3:42].[Cl:48][CH2:49][Cl:50].[Na+:47]>>[CH3:1][C:2]([CH2:3][N:4]1[CH2:5][CH2:6][CH:7]([CH2:10][O:11][c:12]2[cH:13][n:14][c:15]([C:18]3=[CH:23][CH2:22][N:21]([S:24](=[O:25])(=[O:26])[CH3:27])[CH2:20][CH2:19]3)[cH:16][cH:17]2)[CH2:8][CH2:9]1)([CH3:28])[F:40]. Starting materials: C(C)OC(CCCCC\C=C/CC\C=C/C=C/CC)OCC ((Z,Z,E)-1,1-Diethoxy-7,11,13-hexadecatriene), Cl (hydrochloric acid). Run in C1(=CC=CC=C1)C (toluene). Reaction conditions: temperature 22.5 celsius, time 30 minute. Product: C(CCCCC\C=C/CC\C=C/C=C/CC)=O ((Z,Z,E)-7,11,13-hexadecatrienal). Yield: 81.3%. Reaction SMILES: C([O:3][CH:4](OCC)[CH2:5][CH2:6][CH2:7][CH2:8][CH2:9]/[CH:10]=[CH:11]\[CH2:12][CH2:13]/[CH:14]=[CH:15]\[CH:16]=[CH:17]\[CH2:18][CH3:19])C.Cl>C1(C)C=CC=CC=1>[CH:4](=[O:3])[CH2:5][CH2:6][CH2:7][CH2:8][CH2:9]/[CH:10]=[CH:11]\[CH2:12][CH2:13]/[CH:14]=[CH:15]\[CH:16]=[CH:17]\[CH2:18][CH3:19]. Reported procedure: (Z,Z,E)-1,1-Diethoxy-7,11,13-hexadecatriene (49.36 g, 0.16 mol) and toluene (30 g) were placed in a reaction vessel and stirred at 20 to 25° C. for 30 minutes. After stirring, 10% by weight hydrochloric acid (19.3 g) was added dropwise to the reaction mixture at 20 to 25° C., and stirred for one hour. The reaction mixture was separated into phases. Then, the organic phase was washed with an aqueous sodium bicarbonate solution, and concentrated by removal of the solvent under reduced pressure to ...